Dataset: the Open Reaction Database (ORD), a public repository of structured organic reaction records. Task: describe an organic reaction: reactants, conditions, products, and yield Starting materials: N1=C(C=CC2=CC=CC=C12)COC=1C=C2CCCC(C2=CC1)=O (3,4-dihydro-6-(2-quinolylmethoxy)-1(2H)-naphthalenone), [BH4-].[Na+] (sodium borohydride). Run in C(C)O (ethanol). Product: N1=C(C=CC2=CC=CC=C12)COC=1C=C2CCCC(C2=CC1)O (1,2,3,4-tetrahydro-6-(2-quinolylmethoxy)-1-naphthalenol). Yield: 97.7%. RXN SMILES: [N:1]1[C:10]2[C:5](=[CH:6][CH:7]=[CH:8][CH:9]=2)[CH:4]=[CH:3][C:2]=1[CH2:11][O:12][C:13]1[CH:14]=[C:15]2[C:20](=[CH:21][CH:22]=1)[C:19](=[O:23])[CH2:18][CH2:17][CH2:16]2.[BH4-].[Na+]>C(O)C>[N:1]1[C:10]2[C:5](=[CH:6][CH:7]=[CH:8][CH:9]=2)[CH:4]=[CH:3][C:2]=1[CH2:11][O:12][C:13]1[CH:14]=[C:15]2[C:20](=[CH:21][CH:22]=1)[CH:19]([OH:23])[CH2:18][CH2:17][CH2:16]2 |f:1.2|. Procedure details: A mixture of 3,4-dihydro-6-(2-quinolylmethoxy)-1(2H)-naphthalenone (1.82 g, 6 mmol), prepared as in step 2, and sodium borohydride (230 mg, 6 mmol) in ethanol (15 mL) was refluxed for 30 minutes. The reaction was allowed to warm to ambient temperature and was then quenched with saturated NH4Cl. Extraction with ethyl acetate and purification on a silica gel column eluting with 9:1 CH2Cl2 -ethyl acetate afforded 1.79 g of 1,2,3,4-tetrahydro-6-(2-quinolylmethoxy)-1-naphthalenol. RXN SMILES: [CH3:1][O:2][CH2:3][C:4]1[CH:5]=[C:6]2[CH:12]=[CH:11][NH:10][C:7]2=[N:8][CH:9]=1.[OH-].[Na+].[C:15]1([S:21](Cl)(=[O:23])=[O:22])[CH:20]=[CH:19][CH:18]=[CH:17][CH:16]=1>[Br-].C([N+](CCCC)(CCCC)CCCC)CCC.ClCCl>[C:15]1([S:21]([N:10]2[C:7]3=[N:8][CH:9]=[C:4]([CH2:3][O:2][CH3:1])[CH:5]=[C:6]3[CH:12]=[CH:11]2)(=[O:23])=[O:22])[CH:20]=[CH:19][CH:18]=[CH:17][CH:16]=1 |f:1.2,4.5|. Reagents/catalysts: [Br-].C(CCC)[N+](CCCC)(CCCC)CCCC (tetrabutylammonium bromide). The solvent is ClCCl (dichloromethane). Procedure: To a solution of tetrabutylammonium bromide (104 mg, 0.32 mmol) and 5-methoxymethyl-1H-pyrrolo[2,3-b]pyridine (1.74 g, 10.76 mmol) in dichloromethane (100 mL) was added sodium hydroxide powder (1.3 g, 32.4 mmol) at 0° C. The mixture was stirred at 0° C. for 5 min and then treated with benzene sulfonyl chloride (1.7 mL, 14.0 mmol). The mixture was stirred at 0° C. for another 15 min before it was warmed to 25° C. and stirred for 12 h. The resulting mixture was filtered and then concentrated in va... Conditions: temperature 0 celsius, time 5 minute. Yields the product C1(=CC=CC=C1)S(=O)(=O)N1C=CC=2C1=NC=C(C2)COC (1-benzenesulfonyl-5-methoxymethyl-1H-pyrrolo[2,3-b]pyridine). The reactants are COCC=1C=C2C(=NC1)NC=C2 (5-methoxymethyl-1H-pyrrolo[2,3-b]pyridine), [OH-].[Na+] (sodium hydroxide), C1(=CC=CC=C1)S(=O)(=O)Cl (benzene sulfonyl chloride). Isolated yield 47.3%. Starting materials: CC(C)(C)OC(=O)N1CCN(CCO)CC1, ClCCl, O=S(Cl)Cl. The product is CC(C)(C)OC(=O)N1CCN(CCCl)CC1. RXN SMILES: [C:1]([CH3:2])([CH3:3])([CH3:4])[O:5][C:6](=[O:7])[N:8]1[CH2:9][CH2:10][N:11]([CH2:14][CH2:15][OH:16])[CH2:12][CH2:13]1.[Cl:21][CH2:22][Cl:23].[S:17]([Cl:18])([Cl:19])=[O:20]>>[C:1]([CH3:2])([CH3:3])([CH3:4])[O:5][C:6](=[O:7])[N:8]1[CH2:9][CH2:10][N:11]([CH2:14][CH2:15][Cl:19])[CH2:12][CH2:13]1.